Dataset: the Open Reaction Database (ORD), a public repository of structured organic reaction records. Task: describe an organic reaction: reactants, conditions, products, and yield Reactants: Br\C(=C(/C1=CC(=C(C=C1)OC)[N+](=O)[O-])\F)\F ((E)-1-bromo-1,2-difluoro-2-(3-nitro-4-methoxy-phenyl)ethene), COC=1C=C(C=C(C1OC)OC)B(O)O (3,4,5-trimethoxyphenyl-boronic acid), C(=O)([O-])[O-].[Na+].[Na+] (Na2CO3), CC(=O)C (Acetone). Reagents/catalysts: C=1C=CC(=CC1)[P](C=2C=CC=CC2)(C=3C=CC=CC3)[Pd]([P](C=4C=CC=CC4)(C=5C=CC=CC5)C=6C=CC=CC6)([P](C=7C=CC=CC7)(C=8C=CC=CC8)C=9C=CC=CC9)[P](C=1C=CC=CC1)(C=1C=CC=CC1)C=1C=CC=CC1 (Pd(Ph3P)4). Solvent: C1(=CC=CC=C1)C (toluene). Product: F\C(=C(\C1=CC(=C(C=C1)OC)[N+](=O)[O-])/F)\C1=CC(=C(C(=C1)OC)OC)OC ((Z)-1,2-difluoro-1-(3,4,5-trimethoxyphenyl)-2-(3-nitro-4-methoxy-phenyl)ethene). Reaction SMILES: Br/[C:2](/[F:16])=[C:3](/[F:15])\[C:4]1[CH:9]=[CH:8][C:7]([O:10][CH3:11])=[C:6]([N+:12]([O-:14])=[O:13])[CH:5]=1.[CH3:17][O:18][C:19]1[CH:20]=[C:21](B(O)O)[CH:22]=[C:23]([O:27][CH3:28])[C:24]=1[O:25][CH3:26].C([O-])([O-])=O.[Na+].[Na+].CC(C)=O>C1(C)C=CC=CC=1.C1C=CC([P]([Pd]([P](C2C=CC=CC=2)(C2C=CC=CC=2)C2C=CC=CC=2)([P](C2C=CC=CC=2)(C2C=CC=CC=2)C2C=CC=CC=2)[P](C2C=CC=CC=2)(C2C=CC=CC=2)C2C=CC=CC=2)(C2C=CC=CC=2)C2C=CC=CC=2)=CC=1>[F:16]/[C:2](/[C:21]1[CH:22]=[C:23]([O:27][CH3:28])[C:24]([O:25][CH3:26])=[C:19]([O:18][CH3:17])[CH:20]=1)=[C:3](\[F:15])/[C:4]1[CH:9]=[CH:8][C:7]([O:10][CH3:11])=[C:6]([N+:12]([O-:14])=[O:13])[CH:5]=1 |f:2.3.4,^1:52,54,73,92|. Procedure details: A mixture of 90 mg (0.31 mmol; 1 eq.) of (9), 198 mg (0.93 mmol; 3 eq.) of 3,4,5-trimethoxyphenyl-boronic acid, 0.6 mL of Na2CO3 2M aqueous solution and 19 mg (0.0016 mmol; 0.05 eq.) of Pd(Ph3P)4 in 4 mL toluene was refluxed for 2.5 h. The solution was then cooled down to room temperature, dried over anhydrous sodium sulfate and the crude mixture was passed through a short silica gel column to remove catalyst. The crude product was purified by chromatography on silica gel with Hexane/Acetone 8:2... The reactants are NC=1C=C(OC=2C=CC=3N(C2)C=C(N3)NC(=O)C3CC3)C=CC1 (N-[6-(3-aminophenoxy)imidazo[1,2-a]pyridin-2-yl]cyclopropanecarboxamide), ClCC1=C(C=CC=C1)CCl (1,2-bis(chloromethyl)benzene), CN(C=O)C (N,N-dimethylformamide). Solvent: C(C)(=O)OCC (Ethyl acetate). Conditions: temperature 50 celsius, time 14 hour. Product: C1N(CC2=CC=CC=C12)C=1C=C(OC=2C=CC=3N(C2)C=C(N3)NC(=O)C3CC3)C=CC1 (N-{6-[3-(1,3-dihydro-2H-isoindol-2-yl)phenoxy]imidazo[1,2-a]pyridin-2-yl}cyclopropanecarboxamide). Isolated yield 34.0%. Reaction SMILES: [NH2:1][C:2]1[CH:3]=[C:4]([CH:21]=[CH:22][CH:23]=1)[O:5][C:6]1[CH:7]=[CH:8][C:9]2[N:10]([CH:12]=[C:13]([NH:15][C:16]([CH:18]3[CH2:20][CH2:19]3)=[O:17])[N:14]=2)[CH:11]=1.Cl[CH2:25][C:26]1[CH:31]=[CH:30][CH:29]=[CH:28][C:27]=1[CH2:32]Cl.CN(C)C=O>C(OCC)(=O)C>[CH2:32]1[C:27]2[C:26](=[CH:31][CH:30]=[CH:29][CH:28]=2)[CH2:25][N:1]1[C:2]1[CH:3]=[C:4]([CH:21]=[CH:22][CH:23]=1)[O:5][C:6]1[CH:7]=[CH:8][C:9]2[N:10]([CH:12]=[C:13]([NH:15][C:16]([CH:18]3[CH2:20][CH2:19]3)=[O:17])[N:14]=2)[CH:11]=1. Procedure details: A mixture of N-[6-(3-aminophenoxy)imidazo[1,2-a]pyridin-2-yl]cyclopropanecarboxamide (19.4 mg, 0.063 mmol), 1,2-bis(chloromethyl)benzene (13.5 mg, 0.077 mmol) and N,N-dimethylformamide (2.0 mL) was stirred at 50° C. for 14 hr. Ethyl acetate was added to the reaction mixture, and the mixture was washed with aqueous sodium hydrogen carbonate solution and saturated brine. The organic layer was concentrated, and the residue was purified by preparative HPLC to give the title compound (8.8 mg, 34%). The reactants are [OH-].[Na+] (NaOH), COC(COC1=C(C=C(C=C1)SCC=C(C1=CC=C(C=C1)F)C1=CC=C(C=C1)F)CC)=O ({4-[3,3-Bis-(4-fluoro-phenyl)-allylsulfanyl]-2-ethyl-phenoxy}-acetic acid methyl ester), Cl (HCl). Run in C(C)O (ethanol). Conditions: temperature 5 celsius, time 18 hour. Yields the product FC1=CC=C(C=C1)C(=CCSC1=CC(=C(OCC(=O)O)C=C1)CC)C1=CC=C(C=C1)F ({4-[3,3-Bis-(4-fluoro-phenyl)-allylsulfanyl]-2-ethyl-phenoxy}-acetic acid). As a reaction SMILES: C[O:2][C:3](=[O:32])[CH2:4][O:5][C:6]1[CH:11]=[CH:10][C:9]([S:12][CH2:13][CH:14]=[C:15]([C:23]2[CH:28]=[CH:27][C:26]([F:29])=[CH:25][CH:24]=2)[C:16]2[CH:21]=[CH:20][C:19]([F:22])=[CH:18][CH:17]=2)=[CH:8][C:7]=1[CH2:30][CH3:31].[OH-].[Na+].Cl>C(O)C>[F:29][C:26]1[CH:25]=[CH:24][C:23]([C:15]([C:16]2[CH:21]=[CH:20][C:19]([F:22])=[CH:18][CH:17]=2)=[CH:14][CH2:13][S:12][C:9]2[CH:10]=[CH:11][C:6]([O:5][CH2:4][C:3]([OH:32])=[O:2])=[C:7]([CH2:30][CH3:31])[CH:8]=2)=[CH:28][CH:27]=1 |f:1.2|. Procedure: {4-[3,3-Bis-(4-fluoro-phenyl)-allylsulfanyl]-2-ethyl-phenoxy}-acetic acid methyl ester (100 mg, 0.22 mmol, example 15) was dissolved in ethanol (10 ml). 1N NaOH (3 ml, 3 mmol) was added at room temperature and the reaction mixture was stirred for 18 h at 5° C. after which it was treated with 1 N HCl (15 ml) and extracted with dichloromethane (2×20 ml). The combined organic phases were dried and evaporated to give the title compound in 10 mg yield.